This data is from the Open Reaction Database (ORD), a public repository of structured organic reaction records. The task is: describe an organic reaction: reactants, conditions, products, and yield The reactants are NC=1C(=NC(=NC1Cl)C)Cl (5-amino-4,6-dichloro-2-methylpyrimidine), NCCO (2-amino ethanol), C(C)(C)N(CC)C(C)C (diisopropylethylamine). The solvent is CC(C)O (IPA). Run at temperature 150 celsius, time 27 hour. The product is NC=1C(=NC(=NC1Cl)C)NCCO (2-[(5-amino-6-chloro-2-methyl-pyrimidin-4-yl)amino]ethanol). Isolated yield 61.5%. RXN SMILES: [NH2:1][C:2]1[C:3]([Cl:10])=[N:4][C:5]([CH3:9])=[N:6][C:7]=1Cl.[NH2:11][CH2:12][CH2:13][OH:14].C(N(C(C)C)CC)(C)C>CC(O)C>[NH2:1][C:2]1[C:7]([NH:11][CH2:12][CH2:13][OH:14])=[N:6][C:5]([CH3:9])=[N:4][C:3]=1[Cl:10]. Reported procedure: Charge a 1 L auto-clave with 5-amino-4,6-dichloro-2-methylpyrimidine (50.0 g, 0.281 mol), 2-amino ethanol (18.8 g, 0.309 mol), diisopropylethylamine (54.5 g, 0.421 mol), and IPA (500 mL). Heat the mixture to 145-155° C., with stirring for 24 to 30 h. Cool the reaction to 25-30° C. Concentrate the reaction mixture, removing the solvent under vacuum below 50° C. Charge DCM (500 mL) into the mixture and stir at 10-25° C. for 2 h. Filter the mixture and dry the cake in the oven at 45-50° C. to give ... Starting materials: CCCCO, CS(C)=O, Nc1nc(Cl)nc2nc[nH]c12, NCc1ccccc1. Product: Nc1nc(NCc2ccccc2)nc2[nH]cnc12. RXN SMILES: [CH2:20]([OH:21])[CH2:22][CH2:23][CH3:24].[CH3:25][S:26]([CH3:27])=[O:28].[Cl:1][c:2]1[n:3][c:4]([NH2:11])[c:5]2[nH:6][cH:7][n:8][c:9]2[n:10]1.[NH2:12][CH2:13][c:14]1[cH:15][cH:16][cH:17][cH:18][cH:19]1>>[c:2]1([NH:12][CH2:13][c:14]2[cH:15][cH:16][cH:17][cH:18][cH:19]2)[n:3][c:4]([NH2:11])[c:5]2[n:6][cH:7][nH:8][c:9]2[n:10]1. The reactants are CC(=O)O[BH-](OC(C)=O)OC(C)=O, COc1ccc2c(c1)CCNC2, ClCCl, [Na+], O=CCCCNC(=O)c1ccc(-c2ccccc2)cc1. Product: COc1ccc2c(c1)CCN(CCCCNC(=O)c1ccc(-c3ccccc3)cc1)C2. RXN SMILES: [C:33]([O:34][BH-:35]([O:36][C:37](=[O:38])[CH3:39])[O:40][C:41](=[O:42])[CH3:43])(=[O:44])[CH3:45].[CH3:1][O:2][c:3]1[cH:4][c:5]2[c:10]([cH:11][cH:12]1)[CH2:9][NH:8][CH2:7][CH2:6]2.[Cl:47][CH2:48][Cl:49].[Na+:46].[c:13]1(-[c:19]2[cH:20][cH:21][c:22]([C:23](=[O:24])[NH:25][CH2:26][CH2:27][CH2:28][CH:29]=[O:30])[cH:31][cH:32]2)[cH:14][cH:15][cH:16][cH:17][cH:18]1>>[CH3:1][O:2][c:3]1[cH:4][c:5]2[c:10]([cH:11][cH:12]1)[CH2:9][N:8]([CH2:29][CH2:28][CH2:27][CH2:26][NH:25][C:23]([c:22]1[cH:21][cH:20][c:19](-[c:13]3[cH:14][cH:15][cH:16][cH:17][cH:18]3)[cH:32][cH:31]1)=[O:24])[CH2:7][CH2:6]2. Reactants: BrCCOC(C)=O ((2-bromoethyl)acetate), ( 300 ), COC(=O)N1CCC(CC1)N1CCC(CC1)N1C(NC2=C1C=CC=C2)=O (1-[1-(1-methoxycarbonylpiperidin-4-yl)piperidin-4-yl]-1,3-dihydro-2H-benzimidazol-2-one), [H-].[Na+] (sodium hydride). RXN SMILES: [CH3:1][O:2][C:3]([N:5]1[CH2:10][CH2:9][CH:8]([N:11]2[CH2:16][CH2:15][CH:14]([N:17]3[C:21]4[CH:22]=[CH:23][CH:24]=[CH:25][C:20]=4[NH:19][C:18]3=[O:26])[CH2:13][CH2:12]2)[CH2:7][CH2:6]1)=[O:4].[H-].[Na+].Br[CH2:30][CH2:31][O:32][C:33](=[O:35])[CH3:34]>O1CCCC1>[CH3:1][O:2][C:3]([N:5]1[CH2:10][CH2:9][CH:8]([N:11]2[CH2:16][CH2:15][CH:14]([N:17]3[C:21]4[CH:22]=[CH:23][CH:24]=[CH:25][C:20]=4[N:19]([CH2:30][CH2:31][O:32][C:33](=[O:35])[CH3:34])[C:18]3=[O:26])[CH2:13][CH2:12]2)[CH2:7][CH2:6]1)=[O:4] |f:1.2|. Conditions: temperature 40 celsius, time 2 hour. Yields the product COC(=O)N1CCC(CC1)N1CCC(CC1)N1C(N(C2=C1C=CC=C2)CCOC(C)=O)=O (1-[1-(1-methoxycarbonylpiperidin-4-yl)-piperidin-4-yl]-3-(2-acetoxy-ethyl)-1,3-dihydro-2H-benzimidazol-2-one). Solvent: O1CCCC1 (tetrahydrofuran). Reported procedure: Three-hundred (300) mg of 1-[1-(1-methoxycarbonylpiperidin-4-yl)piperidin-4-yl]-1,3-dihydro-2H-benzimidazol-2-one was dissolved in 15 ml of tetrahydrofuran, and to which 33 mg of 60% sodium hydride was added. After evolution of a gas ceased, 93 μl of (2-bromoethyl)acetate was added, heated to 40° C. and stirred for 2 hours. The reaction liquid was concentrated and the remaining matter was distributed between water and chloroform. The chloroform layer was separated, dried over anhydrous sodium su... The reactants are CC1(C)C(=O)N(c2ccc(C#N)c(C(F)(F)F)c2)C(=S)N1c1ccc(C(N)=O)c(F)c1, CCO, OO. Yields the product CC1(C)C(=O)N(c2ccc(C#N)c(C(F)(F)F)c2)C(=O)N1c1ccc(C(N)=O)c(F)c1. RXN SMILES: [C:1](#[N:2])[c:3]1[c:4]([C:28]([F:29])([F:30])[F:31])[cH:5][c:6]([N:9]2[C:10](=[S:27])[N:11]([c:17]3[cH:18][c:19]([F:26])[c:20]([C:21](=[O:22])[NH2:23])[cH:24][cH:25]3)[C:12]([CH3:15])([CH3:16])[C:13]2=[O:14])[cH:7][cH:8]1.[CH3:34][CH2:35][OH:36].[OH:32][OH:33]>>[C:1](#[N:2])[c:3]1[c:4]([C:28]([F:29])([F:30])[F:31])[cH:5][c:6]([N:9]2[C:10](=[O:32])[N:11]([c:17]3[cH:18][c:19]([F:26])[c:20]([C:21](=[O:22])[NH2:23])[cH:24][cH:25]3)[C:12]([CH3:15])([CH3:16])[C:13]2=[O:14])[cH:7][cH:8]1.